This data is from the Open Reaction Database (ORD), a public repository of structured organic reaction records. The task is: describe an organic reaction: reactants, conditions, products, and yield Reactants: solution, Cl (HCl), C(C)(C)(C)OC(=O)N1CC=2C(=C3N=C(C=C(N3N2)C)C)C1 (5,7-dimethyl-1H,3H-2,4,7a,8-tetraaza-cyclopenta[a]indene-2-carboxylic acid tert-butyl ester). Run in O1CCOCC1 (1,4-dioxane), O1CCOCC1 (1,4-dioxane). Run at time 16 hour. Product: Cl.CC=1C=C(N2N=C3C(=C2N1)CNC3)C (5,7-dimethyl-2,3-dihydro-1H-2,4,7a,8-tetraaza-cyclopenta[a]indene hydrochloride). As a reaction SMILES: [ClH:1].C(OC([N:9]1[CH2:22][C:12]2=[C:13]3[N:18]([N:19]=[C:11]2[CH2:10]1)[C:17]([CH3:20])=[CH:16][C:15]([CH3:21])=[N:14]3)=O)(C)(C)C>O1CCOCC1>[ClH:1].[CH3:21][C:15]1[CH:16]=[C:17]([CH3:20])[N:18]2[C:13]([N:14]=1)=[C:12]1[CH2:22][NH:9][CH2:10][C:11]1=[N:19]2 |f:3.4|. Procedure details: A 4M solution of HCl in 1,4-dioxane (3.34 mL; 91.5 mmol; 29.9 eq.) was added to a solution of 5,7-dimethyl-1H,3H-2,4,7a,8-tetraaza-cyclopenta[a]indene-2-carboxylic acid tert-butyl ester (900 mg; 3.06 mmol; 1 eq.) in 1,4-dioxane (8 mL) and the resulting mixture was stirred at room temperature for 16 hours then concentrated in vacuo to afford the title compound (740 mg, quantitative) as a yellow solid which was used without further purification. UPLC/MS: (MS+) 189.2 ([M+H]±). The reactants are NCC12CCCN2CCC1 (7a-Aminomethylhexahydro-1H-pyrrolizine), CN1N=C(C2=CC=CC=C12)C(=O)O (N-methylindazole-3-carboxylic acid). Product: CN1N=C(C2=CC=CC=C12)C(=O)NCC12CCCN2CCC1 (1-methyl-N-(tetrahydro-1H-pyrrolizin-7a(5H)-ylmethyl)-1H-indazole-3-carboxamide). RXN SMILES: [NH2:1][CH2:2][C:3]12[CH2:10][CH2:9][CH2:8][N:7]1[CH2:6][CH2:5][CH2:4]2.[CH3:11][N:12]1[C:20]2[C:15](=[CH:16][CH:17]=[CH:18][CH:19]=2)[C:14]([C:21](O)=[O:22])=[N:13]1>>[CH3:11][N:12]1[C:20]2[C:15](=[CH:16][CH:17]=[CH:18][CH:19]=2)[C:14]([C:21]([NH:1][CH2:2][C:3]23[CH2:10][CH2:9][CH2:8][N:7]2[CH2:6][CH2:5][CH2:4]3)=[O:22])=[N:13]1. Procedure details: Following the procedure of example 1, 7a-Aminomethylhexahydro-1H-pyrrolizine is reacted with N-methylindazole-3-carboxylic acid [J. Medicinal Chemistry (1987) 30: 1535] to afford the title compound.